This data is from the Open Reaction Database (ORD), a public repository of structured organic reaction records. The task is: describe an organic reaction: reactants, conditions, products, and yield Starting materials: CC(C)([O-])C.[Na+] (sodium t-butoxide), ClC1=CC=C(OC2=C(NC3=CC=CC(=C23)[N+](=O)[O-])C)C=C1 (3-(4-Chlorophenoxy)-2-methyl-4-nitro-1H-indole), BrCC(=O)OCC (ethyl bromoacetate). Conditions: time 10 minute. Product: ClC1=CC=C(OC2=C(N(C3=CC=CC(=C23)[N+](=O)[O-])CC(=O)OCC)C)C=C1 (3-(4-Chlorophenoxy)-2-methyl-4-nitro-1H-indole-1-acetic acid, ethyl ester). As a reaction SMILES: [Cl:1][C:2]1[CH:21]=[CH:20][C:5]([O:6][C:7]2[C:15]3[C:10](=[CH:11][CH:12]=[CH:13][C:14]=3[N+:16]([O-:18])=[O:17])[NH:9][C:8]=2[CH3:19])=[CH:4][CH:3]=1.CC(C)([O-])C.[Na+].Br[CH2:29][C:30]([O:32][CH2:33][CH3:34])=[O:31]>C1COCC1>[Cl:1][C:2]1[CH:21]=[CH:20][C:5]([O:6][C:7]2[C:15]3[C:10](=[CH:11][CH:12]=[CH:13][C:14]=3[N+:16]([O-:18])=[O:17])[N:9]([CH2:29][C:30]([O:32][CH2:33][CH3:34])=[O:31])[C:8]=2[CH3:19])=[CH:4][CH:3]=1 |f:1.2|. Run in C1CCOC1 (THF). Procedure: The product from step (ii) (6.0 g) was dissolved in THF (100 ml), sodium t-butoxide (2.1 g) added, stirred for 10 min, ethyl bromoacetate (2.45 ml) added and stirred for a further 20 min. The reaction was quenched with 1M hydrochloric acid, extracted with EtOAc, washed with brine, dried (MgSO4), filtered and evaporated. The residue was purified by chromatography on silica eluting with 20% ethylacetate/iso-hexane. Yield 6 g. Reactants: mercuric oxide, COC1=CC=C(COC=2C(=NC=CC2)NC(=S)NC2=CC=C(C=C2)Cl)C=C1 (N-[3-(4-methoxybenzyloxy)pyrid-2-yl]-N'-(4-chlorophenyl)thiourea), N (ammonia). Run at time 2 day. Product: COC1=CC=C(COC=2C(=NC=CC2)NC(=N)NC2=CC=C(C=C2)Cl)C=C1 (N-(3-(4-Methoxybenzyloxy)pyrid-2-yl)-N'-(4-chlorophenyl)guanidine). As a reaction SMILES: [CH3:1][O:2][C:3]1[CH:27]=[CH:26][C:6]([CH2:7][O:8][C:9]2[C:10]([NH:15][C:16]([NH:18][C:19]3[CH:24]=[CH:23][C:22]([Cl:25])=[CH:21][CH:20]=3)=S)=[N:11][CH:12]=[CH:13][CH:14]=2)=[CH:5][CH:4]=1.[NH3:28]>>[CH3:1][O:2][C:3]1[CH:27]=[CH:26][C:6]([CH2:7][O:8][C:9]2[C:10]([NH:15][C:16]([NH:18][C:19]3[CH:24]=[CH:23][C:22]([Cl:25])=[CH:21][CH:20]=3)=[NH:28])=[N:11][CH:12]=[CH:13][CH:14]=2)=[CH:5][CH:4]=1. Procedure details: A mixture of yellow mercuric oxide (1.05 g, 0.00488 mol), N-[3-(4-methoxybenzyloxy)pyrid-2-yl]-N'-(4-chlorophenyl)thiourea (1.5 g, 0.0041 mol)and methanolic ammonia solution (40 ml) was stirred for 2 days at room temperature. The solvent was removed in vacuo and the black residue was boiled with chloroform and filtered hot. Evaporation of the solvent followed by trituration with ether and recrystallisation from acetonitrile gave the desired product. Yield 0.96 g (61.5%) m.p. 165°-166 ° C. Reactants: C1CCOC1, CCC(=O)c1c(-c2ccccc2)c2cc(Br)ccc2c(=O)n1Cc1ccc(S(=O)(=O)NCC(=O)OC)cc1, CO, Cl, [Na+], [OH-]. The product is CCC(=O)c1c(-c2ccccc2)c2cc(Br)ccc2c(=O)n1Cc1ccc(S(=O)(=O)NCC(=O)O)cc1. Reaction SMILES: [CH2:44]1[O:45][CH2:46][CH2:47][CH2:48]1.[CH3:1][O:2][C:3]([CH2:4][NH:5][S:6](=[O:7])(=[O:8])[c:9]1[cH:10][cH:11][c:12]([CH2:15][n:16]2[c:17](=[O:37])[c:18]3[cH:19][cH:20][c:21]([Br:36])[cH:22][c:23]3[c:24](-[c:30]3[cH:31][cH:32][cH:33][cH:34][cH:35]3)[c:25]2[C:26]([CH2:27][CH3:28])=[O:29])[cH:13][cH:14]1)=[O:38].[CH3:39][OH:40].[ClH:43].[Na+:42].[OH-:41]>>[O:2]=[C:3]([CH2:4][NH:5][S:6](=[O:7])(=[O:8])[c:9]1[cH:10][cH:11][c:12]([CH2:15][n:16]2[c:17](=[O:37])[c:18]3[cH:19][cH:20][c:21]([Br:36])[cH:22][c:23]3[c:24](-[c:30]3[cH:31][cH:32][cH:33][cH:34][cH:35]3)[c:25]2[C:26]([CH2:27][CH3:28])=[O:29])[cH:13][cH:14]1)[OH:38]. The product is COC(=O)C1OC(OC1C(=O)O)(C)C (2,2-dimethyl-1,3-dioxolane-4,5-dicarboxylic acid monomethyl ester). Solvent: CO (methanol). As a reaction SMILES: [CH3:1][C:2]1([CH3:15])[O:6][CH:5]([C:7]([O:9]C)=[O:8])[CH:4]([C:11]([O:13][CH3:14])=[O:12])[O:3]1.[OH-].[Na+]>CO>[CH3:14][O:13][C:11]([CH:4]1[CH:5]([C:7]([OH:9])=[O:8])[O:6][C:2]([CH3:15])([CH3:1])[O:3]1)=[O:12] |f:1.2|. Procedure: To a stirred solution of 1.23 mL of dimethyl 2,2-dimethyl-1,3-dioxolane-4,5-dicarboxylate in 12 mL of methanol was added slowly 3.0 mL of 2 mol/L sodium hydroxide solution under ice-cooling. After being stirred at room temperature for 24 hours, the reaction mixture was concentrated under reduced pressure, and the residue was diluted with 15 ml of water. After the mixture was washed with diethyl ether, acidified by addition of 4 mL of 2 mol/L hydrochloric acid. After the aqueous layer was extract... The reactants are CC1(OC(C(O1)C(=O)OC)C(=O)OC)C (dimethyl 2,2-dimethyl-1,3-dioxolane-4,5-dicarboxylate), [OH-].[Na+] (sodium hydroxide). Conditions: time 24 hour. Reactants: OC=1C=C(OC2CN(C2)C(CCC(C(=O)N)(C2=CC=CC=C2)C2=CC=CC=C2)(C)C)C=CC1 (5-[3-(3-Hydroxy-phenoxy)-azetidin-1-yl]-5-methyl-2,2-diphenyl-hexanoic acid amide), Cl (HCl). Solvent: CO (methanol), CO (methanol). Conditions: time 3 hour. Product: Cl.OC=1C=C(OC2CN(C2)C(CCC(C(=O)N)(C2=CC=CC=C2)C2=CC=CC=C2)(C)C)C=CC1 (5-[3-(3-Hydroxy-phenoxy)-azetidin-1-yl]-5-methyl-2,2-diphenyl-hexanoic acid amide hydrochloride). As a reaction SMILES: [OH:1][C:2]1[CH:3]=[C:4]([CH:31]=[CH:32][CH:33]=1)[O:5][CH:6]1[CH2:9][N:8]([C:10]([CH3:30])([CH3:29])[CH2:11][CH2:12][C:13]([C:23]2[CH:28]=[CH:27][CH:26]=[CH:25][CH:24]=2)([C:17]2[CH:22]=[CH:21][CH:20]=[CH:19][CH:18]=2)[C:14]([NH2:16])=[O:15])[CH2:7]1.[ClH:34]>CO>[ClH:34].[OH:1][C:2]1[CH:3]=[C:4]([CH:31]=[CH:32][CH:33]=1)[O:5][CH:6]1[CH2:7][N:8]([C:10]([CH3:29])([CH3:30])[CH2:11][CH2:12][C:13]([C:23]2[CH:24]=[CH:25][CH:26]=[CH:27][CH:28]=2)([C:17]2[CH:22]=[CH:21][CH:20]=[CH:19][CH:18]=2)[C:14]([NH2:16])=[O:15])[CH2:9]1 |f:3.4|. Reported procedure: To a solution of 5-[3-(3-Hydroxy-phenoxy)-azetidin-1-yl]-5-methyl-2,2-diphenyl-hexanoic acid amide (3.5 g, 7.8 mmol) in methanol (30 ml) was added a 1.25M HCl solution in methanol (6.3 ml, 7.8 mmol). The solution was stirred at rt for 3 h then placed in an ice bath for 6 h. As no precipitation was noticed, the solution was concentrated under reduced pressure to remove some solvent (17 ml) and the resulting solution stirred at rt for 16 h to afford a precipitate. The suspension was filtered, wash... Reactants: C(C)OC(=O)N1CCN(CC1)C1=C(C=C2C(C(=CNC2=N1)C(=O)OCC)=O)F (Ethyl 7-(4-ethoxycarbonyl-1-piperazinyl)-6-fluoro-1,4-dihydro-4-oxo-1,8-naphthyridine-3-carboxylate), C([O-])([O-])=O.[K+].[K+] (potassium carbonate), C(C)I (ethyl iodide). Run in CN(C=O)C (dimethylformamide). Conditions: time 10 minute. The product is C(C)N1C=C(C(C2=CC(=C(N=C12)N1CCN(CC1)C(=O)OCC)F)=O)C(=O)OCC (ethyl 1-ethyl-6-fluoro-1,4-dihydro-4-oxo-7-(4-ethoxycarbonyl-1-piperazinyl)-1,8-naphthyridine-3-carboxylate). Reaction SMILES: [CH2:1]([O:3][C:4]([N:6]1[CH2:11][CH2:10][N:9]([C:12]2[N:21]=[C:20]3[C:15]([C:16](=[O:27])[C:17]([C:22]([O:24][CH2:25][CH3:26])=[O:23])=[CH:18][NH:19]3)=[CH:14][C:13]=2[F:28])[CH2:8][CH2:7]1)=[O:5])[CH3:2].C(=O)([O-])[O-].[K+].[K+].[CH2:35](I)[CH3:36]>CN(C)C=O>[CH2:35]([N:19]1[C:20]2[C:15](=[CH:14][C:13]([F:28])=[C:12]([N:9]3[CH2:10][CH2:11][N:6]([C:4]([O:3][CH2:1][CH3:2])=[O:5])[CH2:7][CH2:8]3)[N:21]=2)[C:16](=[O:27])[C:17]([C:22]([O:24][CH2:25][CH3:26])=[O:23])=[CH:18]1)[CH3:36] |f:1.2.3|. Procedure: Ethyl 7-(4-ethoxycarbonyl-1-piperazinyl)-6-fluoro-1,4-dihydro-4-oxo-1,8-naphthyridine-3-carboxylate was suspended in dimethylformamide (10 ml) and to the suspension was added potassium carbonate (0.53 g). After the mixture was kept at 60° C. for 10 minutes with stirring, ethyl iodide (1.2 g) was added to the solution. The mixture was stirred for 2 hours at 60°-70° C. The reaction mixture was concentrated to dryness under reduced pressure, and water was added to the residue. After extraction with... Starting materials: Cl (HCl), [Li+].[OH-] (LiOH), COCC#CC1=C(N=C(S1)C1=CC=CC=C1)C(=O)OCC (Ethyl 5-(3-methoxyprop-1-ynyl)-2-phenylthiazole-4-carboxylate). Solvent: O (H2O), C1CCOC1.CO (THF MeOH), [Cl-].[Na+].O (brine). Run at time 16 hour. Yields the product COCC#CC1=C(N=C(S1)C1=CC=CC=C1)C(=O)O (5-(3-methoxyprop-1-ynyl)-2-phenylthiazole-4-carboxylic acid). The yield is 101.2%. Reaction SMILES: [CH3:1][O:2][CH2:3][C:4]#[C:5][C:6]1[S:10][C:9]([C:11]2[CH:16]=[CH:15][CH:14]=[CH:13][CH:12]=2)=[N:8][C:7]=1[C:17]([O:19]CC)=[O:18].[Li+].[OH-].Cl>C1COCC1.CO.O.[Cl-].[Na+].O>[CH3:1][O:2][CH2:3][C:4]#[C:5][C:6]1[S:10][C:9]([C:11]2[CH:16]=[CH:15][CH:14]=[CH:13][CH:12]=2)=[N:8][C:7]=1[C:17]([OH:19])=[O:18] |f:1.2,4.5,7.8.9|. Reported procedure: Ethyl 5-(3-methoxyprop-1-ynyl)-2-phenylthiazole-4-carboxylate (701 mg, 2.3 mmol) was dissolved in THF/MeOH (1:1, 40 mL) and a solution of LiOH (167 mg, 7.0 mmol) in H2O (10 mL) was added. The reaction was stirred for ˜16 h and the pH adjusted to ˜3 by the addition of 3N HCl. The mixture was poured into brine and extracted with EtOAc. The combined organics were washed with brine, dried (MgSO4) and concentrated to give 5-(3-methoxyprop-1-ynyl)-2-phenylthiazole-4-carboxylic acid (636 mg, 99% yield)...